The task is: describe an organic reaction: reactants, conditions, products, and yield. This data is from the Open Reaction Database (ORD), a public repository of structured organic reaction records. The reactants are CCC(=O)Cl, CC#N, COc1cccc(C)c1, I, [Sm]. The product is CCC(=O)c1ccc(OC)cc1C. Reaction SMILES: [C:12]([CH2:13][CH3:14])(=[O:15])[Cl:16].[CH3:17][C:18]#[N:19].[CH3:3][O:4][c:5]1[cH:6][c:7]([CH3:11])[cH:8][cH:9][cH:10]1.[I:2].[Sm:1]>>[CH3:3][O:4][c:5]1[cH:6][c:7]([CH3:11])[c:8]([C:12]([CH2:13][CH3:14])=[O:15])[cH:9][cH:10]1.